From a dataset of the Open Reaction Database (ORD), a public repository of structured organic reaction records. describe an organic reaction: reactants, conditions, products, and yield The product is C1(=CC=CC=C1)C1=[N+](C(=CC=C1)C1=CC=CC=C1)[O-] (2,6-diphenylpyridine 1-oxide). Procedure details: Copper(I) iodide (19 mg, 0.1 mmol), iodobenzene (408 mg, 2.0 mmol), 1,10-phenanthroline (18 mg, 0.1 mmol), pyridine N-oxide (95 mg, 1.0 mmol), t-BuOLi (145 mg, 1.8 mmol), and anhydrous DMPU (0.5 mL), 125° C., 1 hour. After column chromatography (ethyl acetate, then 15% MeOH in ethyl acetate) 50 mg of 2,6-diphenylpyridine 1-oxide (20%) was obtained as an off-white solid. Additionally, 2-phenylpyridine 1-oxide (100 mg, 58%) was obtained as a colorless solid. These compounds are known.7,12 2-Phenyl... Reactants: IC1=CC=CC=C1 (iodobenzene), N1=CC=CC2=CC=C3C=CC=NC3=C12 (1,10-phenanthroline), [N+]1(=CC=CC=C1)[O-] (pyridine N-oxide), C(C)(C)(C)O[Li] (t-BuOLi). Reagents/catalysts: [Cu]I (Copper(I) iodide). As a reaction SMILES: I[C:2]1[CH:7]=[CH:6][CH:5]=[CH:4][CH:3]=1.N1[C:21]2[C:12](=[CH:13][CH:14]=[C:15]3[C:20]=2N=CC=C3)C=CC=1.[N+:22]1([O-:28])[CH:27]=[CH:26][CH:25]=[CH:24][CH:23]=1.C(O[Li])(C)(C)C>C(OCC)(=O)C.[Cu]I.CO.CN1C(=O)N(C)CCC1>[C:2]1([C:23]2[CH:24]=[CH:25][CH:26]=[C:27]([C:12]3[CH:21]=[CH:20][CH:15]=[CH:14][CH:13]=3)[N+:22]=2[O-:28])[CH:7]=[CH:6][CH:5]=[CH:4][CH:3]=1. Yield: 202.2%. Solvent: C(C)(=O)OCC (ethyl acetate), C(C)(=O)OCC (ethyl acetate), CO (MeOH), CN1CCCN(C1=O)C (DMPU). RXN SMILES: [CH3:1][N:2]1[C:10]2[C:5](=[CH:6][CH:7]=[CH:8][CH:9]=2)[C:4]([C:11]2[C:12](=[O:34])[NH:13][C:14](=[O:33])[C:15]=2[C:16]2[C:24]3[C:19](=[CH:20][CH:21]=[CH:22][CH:23]=3)[N:18]([CH2:25]CCOS(C)(=O)=O)[CH:17]=2)=[CH:3]1.[S:35]1[CH:39]=[CH:38][CH:37]=[C:36]1CC([O-])=O.[K+].CS(C)=[O:47]>O>[C:36]([S:35][CH2:39][CH2:38][CH2:25][N:18]1[C:19]2[C:24](=[CH:23][CH:22]=[CH:21][CH:20]=2)[C:16]([C:15]2[C:14](=[O:33])[NH:13][C:12](=[O:34])[C:11]=2[C:4]2[C:5]3[C:10](=[CH:9][CH:8]=[CH:7][CH:6]=3)[N:2]([CH3:1])[CH:3]=2)=[CH:17]1)(=[O:47])[CH3:37] |f:1.2|. Reaction conditions: time 3 hour. Product: C(C)(=O)SCCCN1C=C(C2=CC=CC=C12)C=1C(NC(C1C1=CN(C2=CC=CC=C12)C)=O)=O (3-[1-[3-(acetylthio)propyl]-3-indolyl]-4-(1-methyl-3-indolyl)-1H-pyrrole-2,5-dione). Reactants: CN1C=C(C2=CC=CC=C12)C=1C(NC(C1C1=CN(C2=CC=CC=C12)CCCOS(=O)(=O)C)=O)=O (3-(1-methyl-3-indolyl)-4-[1-[3-(methylsulphonyloxy)propyl]-3-indolyl]-1H-pyrrole-2,5-dione), S1C(=CC=C1)CC(=O)[O-].[K+] (potassium thiolacetate), CS(=O)C (DMSO). Solvent: O (water). Procedure: 838 mg of the product of Example 58 in 15 ml of DMSO were treated with 600 mg of potassium thiolacetate. The solution was stirred for 3 hours and then diluted with water. The solution was extracted with ethyl acetate and the ethyl acetate extracts were dried. Concentration and chromatography on silica gel with ethyl acetate gave 723 mg of 3-[1-[3-(acetylthio)propyl]-3-indolyl]-4-(1-methyl-3-indolyl)-1H-pyrrole-2,5-dione, m.p. 210°-213° C.